Dataset: the Open Reaction Database (ORD), a public repository of structured organic reaction records. Task: describe an organic reaction: reactants, conditions, products, and yield The reactants are NC1=C(C(=O)C2=CC(=CC=C2)OC)C=CC(=C1)Cl (2-Amino-4-chloro-3'-methoxybenzophenone). Solvent: Br (hydrobromic acid). The product is NC1=C(C(=O)C2=CC(=CC=C2)O)C=CC(=C1)Cl (2-amino-4-chloro-3'-hydroxybenzophenone). Isolated yield 83.3%. RXN SMILES: [NH2:1][C:2]1[CH:17]=[C:16]([Cl:18])[CH:15]=[CH:14][C:3]=1[C:4]([C:6]1[CH:11]=[CH:10][CH:9]=[C:8]([O:12]C)[CH:7]=1)=[O:5]>Br>[NH2:1][C:2]1[CH:17]=[C:16]([Cl:18])[CH:15]=[CH:14][C:3]=1[C:4]([C:6]1[CH:11]=[CH:10][CH:9]=[C:8]([OH:12])[CH:7]=1)=[O:5]. Procedure details: 2-Amino-4-chloro-3'-methoxybenzophenone (3.75 g, 14.3 mmol) was dissolved in 90 mL of 48% hydrobromic acid and the solution was heated at refluxed for 12 h. The solvent was removed by rotary evaporation and the resulting red solid was distributed between saturated sodium bicarbonate (200 mL) and CH2Cl2 (250 mL). The aqueous layer was washed with CH2Cl2 (2×100 mL) and the combined organic layers were dried with sodium sulfate, filtered through celite and concentrated in vacuo to afford 2.95 g (83... The reactants are CC(=O)OC(C)=O, CN(C)CCc1ccc(N)c2[nH]ncc12, O=CO. Product: CN(C)CCc1ccc(NC=O)c2[nH]ncc12. As a reaction SMILES: [CH3:1][C:2]([O:3][C:5]([CH3:4])=[O:7])=[O:6].[CH3:8][N:9]([CH2:10][CH2:11][c:12]1[c:13]2[cH:14][n:15][nH:16][c:17]2[c:18]([NH2:21])[cH:19][cH:20]1)[CH3:22].[CH:23]([OH:24])=[O:25]>>[CH:5](=[O:7])[NH:21][c:18]1[c:17]2[c:13]([c:12]([CH2:11][CH2:10][N:9]([CH3:8])[CH3:22])[cH:20][cH:19]1)[cH:14][n:15][nH:16]2. Starting materials: O=C1N(C(C12CCN(CC2)C(=O)OC(C)(C)C)C2=CC=C(C=C2)Cl)C2CC2 (1,1-Dimethylethyl 1-oxo-3-(4-chlorophenyl)-2-cyclopropyl-2,7-diazaspiro[3.5]nonane-7-carboxylate), C1(=CC=CC=C1)[SiH2]C1=CC=CC=C1 (diphenylsilane). Reagents/catalysts: [C-]#[O+].C1=CC=C(C=C1)P(C2=CC=CC=C2)C3=CC=CC=C3.C1=CC=C(C=C1)P(C2=CC=CC=C2)C3=CC=CC=C3.C1=CC=C(C=C1)P(C2=CC=CC=C2)C3=CC=CC=C3.[Rh] (RhH(CO)(PPH3)3). Solvent: C1CCOC1 (THF). Run at time 2 hour. Yields the product ClC1=CC=C(C=C1)C1N(CC12CCN(CC2)C(=O)OC(C)(C)C)C2CC2 (1,1-Dimethylethyl 1-(4-chlorophenyl)-2-cyclopropyl-2,7-diazaspiro[3.5]nonane-7-carboxylate). The yield is 95.5%. As a reaction SMILES: O=[C:2]1[C:5]2([CH2:10][CH2:9][N:8]([C:11]([O:13][C:14]([CH3:17])([CH3:16])[CH3:15])=[O:12])[CH2:7][CH2:6]2)[CH:4]([C:18]2[CH:23]=[CH:22][C:21]([Cl:24])=[CH:20][CH:19]=2)[N:3]1[CH:25]1[CH2:27][CH2:26]1.C1([SiH2]C2C=CC=CC=2)C=CC=CC=1>C1COCC1.[C-]#[O+].C1C=CC(P(C2C=CC=CC=2)C2C=CC=CC=2)=CC=1.C1C=CC(P(C2C=CC=CC=2)C2C=CC=CC=2)=CC=1.C1C=CC(P(C2C=CC=CC=2)C2C=CC=CC=2)=CC=1.[Rh]>[Cl:24][C:21]1[CH:22]=[CH:23][C:18]([CH:4]2[C:5]3([CH2:10][CH2:9][N:8]([C:11]([O:13][C:14]([CH3:16])([CH3:17])[CH3:15])=[O:12])[CH2:7][CH2:6]3)[CH2:2][N:3]2[CH:25]2[CH2:27][CH2:26]2)=[CH:19][CH:20]=1 |f:3.4.5.6.7|. Procedure details: Under a nitrogen atmosphere, treat 1,1-dimethylethyl 1-oxo-3-(4-chlorophenyl)-2-cyclopropyl-2,7-diazaspiro[3.5]nonane-7-carboxylate (9) (0.76 g) in anhydrous THF (2 mL) with RhH(CO)(PPH3)3 (18 mg) and then, diphenylsilane (9.1 mL). The resulting mixture was shaken at room temperature for 2 h. Place the reaction mixture on silica gel plates (12, 1000 u) and elute with hexane/EtOAc 85/15 to give a colorless residue (0.700 g). Place this material on silica gel plates (12, 1000 u) and elute with hex... Reactants: FC(C=1C=C(CN2N=NC(=C2C2=CC=CC=C2)C=2C=3C(C=NN2)=NOC3C3=C(C=CC=C3)Cl)C=C(C1)C(F)(F)F)(F)F (4-[1-(3,5-bis-trifluoromethyl-benzyl)-5-phenyl-1H-[1,2,3]triazol-4-yl]-3-(2-chloro-phenyl)-isoxazolo[3,4-d]pyridazine), C(C)#N (acetonitrile). The reagents and catalysts are [C-]#[O+].[C-]#[O+].[C-]#[O+].[C-]#[O+].[C-]#[O+].[C-]#[O+].[Mo] (molybdenum hexacarbonyl). The solvent is O (water). Run at time 4 hour. The product is NC=1C(=C(N=NC1)C=1N=NN(C1C1=CC=CC=C1)CC1=CC(=CC(=C1)C(F)(F)F)C(F)(F)F)C(=O)C1=C(C=CC=C1)Cl ({5-Amino-3-[1-(3,5-bis-trifluoromethyl-benzyl)-5-phenyl-1H-[1,2,3]triazol-4-yl]-pyridazin-4-yl}-(2-chloro-phenyl)-methanone). Isolated yield 88.4%. RXN SMILES: [F:1][C:2]([F:42])([F:41])[C:3]1[CH:4]=[C:5]([CH:34]=[C:35]([C:37]([F:40])([F:39])[F:38])[CH:36]=1)[CH2:6][N:7]1[C:11]([C:12]2[CH:17]=[CH:16][CH:15]=[CH:14][CH:13]=2)=[C:10]([C:18]2[C:19]3[C:20](=[N:24][O:25][C:26]=3[C:27]3[CH:32]=[CH:31][CH:30]=[CH:29][C:28]=3[Cl:33])[CH:21]=[N:22][N:23]=2)[N:9]=[N:8]1.C(#N)C>[C-]#[O+].[C-]#[O+].[C-]#[O+].[C-]#[O+].[C-]#[O+].[C-]#[O+].[Mo].O>[NH2:24][C:20]1[C:19]([C:26]([C:27]2[CH:32]=[CH:31][CH:30]=[CH:29][C:28]=2[Cl:33])=[O:25])=[C:18]([C:10]2[N:9]=[N:8][N:7]([CH2:6][C:5]3[CH:34]=[C:35]([C:37]([F:38])([F:39])[F:40])[CH:36]=[C:3]([C:2]([F:41])([F:1])[F:42])[CH:4]=3)[C:11]=2[C:12]2[CH:17]=[CH:16][CH:15]=[CH:14][CH:13]=2)[N:23]=[N:22][CH:21]=1 |f:2.3.4.5.6.7.8|. Reported procedure: Combine 4-[1-(3,5-bis-trifluoromethyl-benzyl)-5-phenyl-1H-[1,2,3]triazol-4-yl]-3-(2-chloro-phenyl)-isoxazolo[3,4-d]pyridazine (79 mg, 0.1314 mmol), acetonitrile (2.5 mL), water (131 μL), and molybdenum hexacarbonyl (17.4 mg, 0.066 mmol), and heat to 73° C. After 4 hours, cool to RT. Pour the mixture through a plug of Celite® (1 cm) and silica gel (2 cm). Concentrate the dark liquid to 1.5 mL and apply to a 2 mm chromatotron plate with CH2Cl2 and EtOAc and elute with a EtOAc/hexanes gradient to p...